From a dataset of the Open Reaction Database (ORD), a public repository of structured organic reaction records. describe an organic reaction: reactants, conditions, products, and yield Starting materials: N1C(COCC1)C(=O)OC (morpholine-3-carboxylic acid, methyl ester), CO (methanol), O (water), [Li+].[OH-] (LiOH). Run in C1CCOC1 (THF). Conditions: temperature 0 celsius, time 2 hour. Yields the product N1C(COCC1)C(=O)O (morpholine-3-carboxylic acid). The yield is 69.8%. As a reaction SMILES: [NH:1]1[CH2:6][CH2:5][O:4][CH2:3][CH:2]1[C:7]([O:9]C)=[O:8].CO.O.[Li+].[OH-]>C1COCC1>[NH:1]1[CH2:6][CH2:5][O:4][CH2:3][CH:2]1[C:7]([OH:9])=[O:8] |f:3.4|. Procedure: A solution of 4-([4-2-butynyloxy)phenyl]sulfonyl}-morpholine-3-carboxylic acid, methyl ester (0.1 g, 0.28 mmol) in 2.4 mL of THF:methanol:water [4:1:1] was cooled in an ice bath and 2N LiOH (0.3 mL, 0.59 mmol) was added. The reaction was stirred at 0° C. for 30 minutes and at room temperature for 2 hours. After evaporating the solvent, the residue was diluted with ether and filtered. The solid was dissolved in water, neutralized with 1N HCl to pH˜3 and extracted with dichloromethane. The organic... Starting materials: N (ammonia), FC(C(=O)NCCCC[C@@H](C(=O)N1[C@H](C(=O)OCC)CCC1)OP(=O)(OC)C(CCCC)NC([C@H](CCCCNC(=O)OCC1=CC=CC=C1)NC(=O)C1CCC1)=O)(F)F (1-[(S)-6-[(Trifluoroacetyl)amino]-2-[[[1-[[(S)-6-[[(phenylmethoxy)carbonyl]amino]-2-[(cyclobutylcarbonyl)amino]-1-oxohexyl]amino]pentyl]methoxyphosphinyl]oxy]-1-oxohexyl]-L-proline, ethyl ester), 1-[(S)-2-[[[1-[[(S)-6-[[(phenylmethoxy)carbonyl]amino]-2-[(cyclopropylcarbonyl)amino]-1-oxohexyl]amino]pentyl]hydroxyhosphinyl]oxy]-1-oxopropyl]-L-proline, [OH-].[Li+] (Lithium hydroxide), ethyl ester, OC(C(=O)N1[C@H](C(=O)OCC)CCC1)CCCCNC(C(F)(F)F)=O ((S)-1-[2-Hydroxy-1-oxo-6-[(trifluoroacetyl)amino]hexyl]-L-proline, ethyl ester). Solvent: O (water), C(C)(C)O (isopropanol), O1CCOCC1 (p-dioxane). The product is C1(=CC=CC=C1)COC(=O)NCCCC[C@@H](C(=O)NC(CCCC)P(=O)(O[C@H](C(=O)N1[C@H](C(=O)O)CCC1)C)O)NC(=O)C1CC1 (1-[(S)-2-[[[1-[[(S)-6-[[(Phenylmethoxy)carbonyl]amino]-2-[(cyclopropylcarbonyl)amino]-1-oxohexyl]amino]pentyl]hydroxyphosphinyl]oxy]-1-oxopropyl]-L-proline). Reaction SMILES: [OH-].[Li+].OC(CCCCNC(=O)C(F)(F)F)C(N1CCC[C@H]1C(OCC)=O)=O.FC(F)(F)C(NCCC[CH2:36][C@H:37]([O:50][P:51]([CH:55]([NH:60][C:61](=[O:85])[C@@H:62]([NH:78][C:79]([CH:81]1C[CH2:83][CH2:82]1)=[O:80])[CH2:63][CH2:64][CH2:65][CH2:66][NH:67][C:68]([O:70][CH2:71][C:72]1[CH:77]=[CH:76][CH:75]=[CH:74][CH:73]=1)=[O:69])[CH2:56][CH2:57][CH2:58][CH3:59])([O:53]C)=[O:52])[C:38]([N:40]1[CH2:49][CH2:48][CH2:47][C@H:41]1[C:42]([O:44]CC)=[O:43])=[O:39])=O.N>O1CCOCC1.O.C(O)(C)C>[C:72]1([CH2:71][O:70][C:68]([NH:67][CH2:66][CH2:65][CH2:64][CH2:63][C@H:62]([NH:78][C:79]([CH:81]2[CH2:82][CH2:83]2)=[O:80])[C:61]([NH:60][CH:55]([P:51]([OH:53])([O:50][C@@H:37]([CH3:36])[C:38]([N:40]2[CH2:49][CH2:48][CH2:47][C@H:41]2[C:42]([OH:44])=[O:43])=[O:39])=[O:52])[CH2:56][CH2:57][CH2:58][CH3:59])=[O:85])=[O:69])[CH:77]=[CH:76][CH:75]=[CH:74][CH:73]=1 |f:0.1|. Reported procedure: 1N Lithium hydroxide (10 ml.) is added to a solution of the ethyl ester product from part (c) (800 mg., 1.15 mmole) in p-dioxane (10 ml.) and the reaction mixture is worked up according to the procedure of Example 4 part (g) to yield 670 mg. of 1-[(S)-2-[[[1-[[(S)-6-[[(phenylmethoxy)carbonyl]amino]-2-[(cyclopropylcarbonyl)amino]-1-oxohexyl]amino]pentyl]hydroxyhosphinyl]oxy]-1-oxopropyl]-L-proline (isomer B). TLC (silica gel; isopropanol: ammonia:water, 7:2:1) Rf =0.43. Starting materials: C(C)C(CC(C(C(=O)[O-])S(=O)(=O)O)(C(=O)[O-])CC(CCCC)CC)CCCC.[Na+].[Na+] (Sodium bis(2-ethylhexyl)sulfosuccinate), [N+](=O)([O-])[O-].[Ag+] (AgNO3). Solvent: C(C)OCC (diethylether). The product is C(C)C(CC(C(C(=O)[O-])S(=O)(=O)O)(C(=O)[O-])CC(CCCC)CC)CCCC.[Ag+2] (Silver Bis[2-Ethylhexyl]Sulfosuccinate). RXN SMILES: [CH2:1]([CH:3]([CH2:25][CH2:26][CH2:27][CH3:28])[CH2:4][C:5]([CH2:17][CH:18]([CH2:23][CH3:24])[CH2:19][CH2:20][CH2:21][CH3:22])([C:14]([O-:16])=[O:15])[CH:6]([S:10]([OH:13])(=[O:12])=[O:11])[C:7]([O-:9])=[O:8])[CH3:2].[Na+].[Na+].[N+]([O-])([O-])=O.[Ag+:35]>C(OCC)C>[CH2:1]([CH:3]([CH2:25][CH2:26][CH2:27][CH3:28])[CH2:4][C:5]([CH2:17][CH:18]([CH2:23][CH3:24])[CH2:19][CH2:20][CH2:21][CH3:22])([C:14]([O-:16])=[O:15])[CH:6]([S:10]([OH:13])(=[O:11])=[O:12])[C:7]([O-:9])=[O:8])[CH3:2].[Ag+2:35] |f:0.1.2,3.4,6.7|. Reported procedure: Sodium bis(2-ethylhexyl)sulfosuccinate (NaAOT) is obtained from Fisher. 10 g NaAOT is dissolved in 100 mL diethylether and combined with an equal volume of 0.1 M aqueous AgNO3 in a separatory flask. The mixture is shaken and the aqueous phase was decanted. Two additional 100 mL volumes of 0.1 M AgNO3 are similarly ion exchanged with the ether solution. The ether solution is then washed twice with deionized water. The aqueous phase is decanted and the ether phase is reduced to a paste using rotar... Reactants: [Si](C)(C)(C(C)(C)C)O[C@@H]1CCN2/C(/O[C@H]([C@H]21)C(F)(F)F)=N/C2=C(C(=C(C#N)C=C2)Cl)C (Z-4-[(1R,7R,7aS)-7-tert-Butyldimethylsilanyloxy-1-trifluoromethyl-tetrahydro-pyrrolo[1,2-c]oxazol-3-ylideneamino]-2-chloro-3-methyl-benzonitrile), O[C@@H]1CCN2/C(/OC[C@@H]21)=N/C2=C(C(=C(C#N)C=C2)Cl)C (Z-4-[(7R,7aR)-7-(hydroxy)-tetrahydro-pyrrolo[1,2-c]oxazol-3-ylideneamino]-2-chloro-3-methyl-benzonitrile). Yields the product O[C@@H]1CCN2/C(/O[C@H]([C@@H]21)C(F)(F)F)=N/C2=C(C(=C(C#N)C=C2)Cl)C (Z-4-[(1R,7R,7aS)-7-hydroxy-1-trifluoromethyl-tetrahydro-pyrrolo[1,2-c]oxazol-3-ylideneamino]-2-chloro-3-methyl-benzonitrile). Reaction SMILES: [Si]([O:8][C@H:9]1[C@H:16]2[N:12](/[C:13](=[N:21]/[C:22]3[CH:29]=[CH:28][C:25]([C:26]#[N:27])=[C:24]([Cl:30])[C:23]=3[CH3:31])/[O:14][C@H:15]2[C:17]([F:20])([F:19])[F:18])[CH2:11][CH2:10]1)(C(C)(C)C)(C)C.O[C@H]1[C@@H]2N(/C(=N/C3C=CC(C#N)=C(Cl)C=3C)/OC2)CC1>>[OH:8][C@H:9]1[C@@H:16]2[N:12](/[C:13](=[N:21]/[C:22]3[CH:29]=[CH:28][C:25]([C:26]#[N:27])=[C:24]([Cl:30])[C:23]=3[CH3:31])/[O:14][C@H:15]2[C:17]([F:18])([F:20])[F:19])[CH2:11][CH2:10]1. Reported procedure: The title compound was prepared from compound 8A following a procedure analogous to that found in Example 1 in the preparation of compound 1J. MS: m/z 360 [M+H]+